Dataset: the Open Reaction Database (ORD), a public repository of structured organic reaction records. Task: describe an organic reaction: reactants, conditions, products, and yield Reactants: O=C1N(C(C2=CC=CC=C12)=O)CC12CC3CC(CC3(C1)NC(OC(C)(C)C)=O)C2 (tert-butyl [2-[(1,3-dioxo-1,3-dihydro-2H-isoindol-2-yl)methyl]hexahydro-2,5-methanopentalen-3a(1H)-yl]carbamate), FC(C(=O)O)(F)F (trifluoroacetic acid). The solvent is ClCCl (dichloromethane). Reaction conditions: time 1 hour. Yields the product NC12CC3(CC2CC(C1)C3)CN3C(C1=CC=CC=C1C3=O)=O (2-[(3-aminotricyclo[3.3.1.03,7]non-1-yl)methyl]-1H-isoindole-1,3(2H)-dione). Yield: 120.5%. RXN SMILES: [O:1]=[C:2]1[C:10]2[C:5](=[CH:6][CH:7]=[CH:8][CH:9]=2)[C:4](=[O:11])[N:3]1[CH2:12][C:13]12[CH2:29][CH:17]3[CH2:18][C:19]([NH:21]C(=O)OC(C)(C)C)([CH2:20]1)[CH:15]([CH2:16]3)[CH2:14]2.FC(F)(F)C(O)=O>ClCCl>[NH2:21][C:19]12[CH2:18][CH:17]3[CH2:29][C:13]([CH2:12][N:3]4[C:2](=[O:1])[C:10]5[C:5](=[CH:6][CH:7]=[CH:8][CH:9]=5)[C:4]4=[O:11])([CH2:14][CH:15]1[CH2:16]3)[CH2:20]2. Reported procedure: To a stirred solution of the compound obtained from step I (0.45 g, 1.12 mmol) in dichloromethane (1.1 mL) at 0° C. was added trifluoroacetic acid (1.1 mL). The reaction mixture was gradually warmed to room temperature and stirred for 1 h. The volatiles were removed under vacuum and the residue was triturated several times with diethyl ether to obtain 2-[(3-aminotricyclo[3.3.1.03,7]non-1-yl)methyl]-1H-isoindole-1,3(2H)-dione (0.4 g) as its trifluoroacetic acid salt in 86% yield. m/z (M+1) 297; 1... The reactants are C=O, Cl, Clc1ccccc1Cl, O=[N+]([O-])c1ccccc1, [Pd], [Pd], O=C=Nc1ccccc1, c1cc2cc3ccc(cc4ccc(cc5ccc(cc1n2)[nH]5)n4)[nH]3. The product is c1ccc(N=Nc2ccccc2)cc1. RXN SMILES: [C:11]=[O:12].[Cl:1].[Cl:48][c:49]1[cH:50][cH:51][cH:52][cH:53][c:54]1[Cl:55].[O-:2][N+:3](=[O:4])[c:5]1[cH:6][cH:7][cH:8][cH:9][cH:10]1.[Pd:22].[Pd:47].[c:13]1([N:19]=[C:20]=[O:21])[cH:14][cH:15][cH:16][cH:17][cH:18]1.[c:23]12[cH:24][c:25]3[n:26][c:27]([cH:28][cH:29]3)[cH:30][c:31]3[nH:32][c:33]([cH:34][cH:35]3)[cH:36][c:37]3[n:38][c:39]([cH:40][cH:41]3)[cH:42][c:43]([nH:44]1)[cH:45][cH:46]2>>[N:3]([c:5]1[cH:6][cH:7][cH:8][cH:9][cH:10]1)=[N:19][c:13]1[cH:14][cH:15][cH:16][cH:17][cH:18]1. The reactants are C1(=CC=CC=C1)C1=NC2=CC=CC=C2C(=N1)Cl (2-phenyl 4-chloroquinazoline), OC1CNCC1 (3-hydroxy pyrrolidine), Cl (hydrochloric acid). Solvent: C(C)(C)O (isopropanol). Yields the product O.C1(=CC=CC=C1)C1=NC2=CC=CC=C2C(=N1)N1CC(CC1)O.C1(=CC=CC=C1)C1=NC2=CC=CC=C2C(=N1)N1CC(CC1)O (1-(2-Phenyl-4-quinazolinyl)-3-pyrrolidinol, Hemihydrate). Isolated yield 72.9%. RXN SMILES: [C:1]1([C:7]2[N:16]=[C:15](Cl)[C:14]3[C:9](=[CH:10][CH:11]=[CH:12][CH:13]=3)[N:8]=2)[CH:6]=[CH:5][CH:4]=[CH:3][CH:2]=1.[OH:18][CH:19]1[CH2:23][CH2:22][NH:21][CH2:20]1.Cl>C(O)(C)C>[OH2:18].[C:1]1([C:7]2[N:16]=[C:15]([N:21]3[CH2:22][CH2:23][CH:19]([OH:18])[CH2:20]3)[C:14]3[C:9](=[CH:10][CH:11]=[CH:12][CH:13]=3)[N:8]=2)[CH:6]=[CH:5][CH:4]=[CH:3][CH:2]=1.[C:1]1([C:7]2[N:16]=[C:15]([N:21]3[CH2:22][CH2:23][CH:19]([OH:18])[CH2:20]3)[C:14]3[C:9](=[CH:10][CH:11]=[CH:12][CH:13]=3)[N:8]=2)[CH:6]=[CH:5][CH:4]=[CH:3][CH:2]=1 |f:4.5.6|. Procedure: A mixture containing 12 g (0.05 mole) of 2-phenyl 4-chloroquinazoline, 4.3 g (0.05 mole) of 3-hydroxy pyrrolidine and 150 ml of isopropanol was refluxed for 11/2 hrs. The resulting reaction mixture was filtered. The filtrate was adjusted to pH 10 with sodium hydroxide and concentrated under reduced pressure to dryness. The semi-solid residue was recrystallized twice with hot water, a white crystalline solid was obtained. The white crystalline solid was dissolved in aqueous solution adjusted to p... Reactants: product, BrC1=CC(=C(C=C1)OCC(OC)OC)C (4-bromo-1-[(2,2-dimethoxyethyl)oxy]-2-methylbenzene), polyphosphoric acid. Run in C1(=CC=CC=C1)C (toluene), C1(=CC=CC=C1)C (toluene). Isolated yield 34.7%. Procedure details: A solution of 4-bromo-1-[(2,2-dimethoxyethyl)oxy]-2-methylbenzene (5 g) in toluene (5 ml) was added to a mixture of polyphosphoric acid (2 g) and toluene (20 ml) at reflux, and the resulting dark mixture heated at reflux for 4 h. The solvent was decanted from the cooled mixture which was washed with further toluene (2×20 ml). The residue was dissolved in 2N sodium carbonate (20 ml) and was extracted with dichloromethane (3×20 ml). The combined, dried (MgSO4) organics were evaporated in vacuo and... Yields the product BrC=1C=C(C2=C(C=CO2)C1)C (5-Bromo-7-methyl-benzofuran). Reaction SMILES: [Br:1][C:2]1[CH:7]=[CH:6][C:5]([O:8][CH2:9][CH:10](OC)OC)=[C:4]([CH3:15])[CH:3]=1>C1(C)C=CC=CC=1>[Br:1][C:2]1[CH:3]=[C:4]([CH3:15])[C:5]2[O:8][CH:9]=[CH:10][C:6]=2[CH:7]=1. Reactants: CCc1cc2c(N3CCN(C(=O)C4CCCCN4C(=O)OC(C)(C)C)CC3)ncnc2s1, CO, Cl. The product is CCc1cc2c(N3CCN(C(=O)C4CCCCN4)CC3)ncnc2s1. As a reaction SMILES: [C:1]([O:2][C:3](=[O:4])[N:8]1[CH:9]([C:14](=[O:15])[N:16]2[CH2:17][CH2:18][N:19]([c:22]3[c:23]4[c:24]([n:25][cH:26][n:27]3)[s:28][c:29]([CH2:31][CH3:32])[cH:30]4)[CH2:20][CH2:21]2)[CH2:10][CH2:11][CH2:12][CH2:13]1)([CH3:5])([CH3:6])[CH3:7].[CH3:34][OH:35].[ClH:33]>>[NH:8]1[CH:9]([C:14](=[O:15])[N:16]2[CH2:17][CH2:18][N:19]([c:22]3[c:23]4[c:24]([n:25][cH:26][n:27]3)[s:28][c:29]([CH2:31][CH3:32])[cH:30]4)[CH2:20][CH2:21]2)[CH2:10][CH2:11][CH2:12][CH2:13]1.